From a dataset of the Open Reaction Database (ORD), a public repository of structured organic reaction records. describe an organic reaction: reactants, conditions, products, and yield Starting materials: BrC=1N=C(N(C1)C)CCC1=NC2=CC=CC=C2C=C1 (2-(2-(4-bromo-1-methyl-1H-imidazol-2-yl)ethyl)quinoline), S1C=C(C=C1)B(O)O (thiophen-3-ylboronic acid), C(=O)([O-])[O-].[Na+].[Na+] (Na2CO3). The reagents and catalysts are C=1C=CC(=CC1)[P](C=2C=CC=CC2)(C=3C=CC=CC3)[Pd]([P](C=4C=CC=CC4)(C=5C=CC=CC5)C=6C=CC=CC6)([P](C=7C=CC=CC7)(C=8C=CC=CC8)C=9C=CC=CC9)[P](C=1C=CC=CC1)(C=1C=CC=CC1)C=1C=CC=CC1 (Pd(PPh3)4). Run in O1CCOCC1 (1,4-dioxane), O (water). Reaction conditions: time 0.5 hour. The product is CN1C(=NC(=C1)C1=CSC=C1)CCC1=NC2=CC=CC=C2C=C1 (2-(2-(1-Methyl-4-(thiophen-3-yl)-1H-imidazol-2-yl)ethyl)quinoline). The yield is 17.8%. RXN SMILES: Br[C:2]1[N:3]=[C:4]([CH2:8][CH2:9][C:10]2[CH:19]=[CH:18][C:17]3[C:12](=[CH:13][CH:14]=[CH:15][CH:16]=3)[N:11]=2)[N:5]([CH3:7])[CH:6]=1.[S:20]1[CH:24]=[CH:23][C:22](B(O)O)=[CH:21]1.C([O-])([O-])=O.[Na+].[Na+]>O1CCOCC1.O.C1C=CC([P]([Pd]([P](C2C=CC=CC=2)(C2C=CC=CC=2)C2C=CC=CC=2)([P](C2C=CC=CC=2)(C2C=CC=CC=2)C2C=CC=CC=2)[P](C2C=CC=CC=2)(C2C=CC=CC=2)C2C=CC=CC=2)(C2C=CC=CC=2)C2C=CC=CC=2)=CC=1>[CH3:7][N:5]1[CH:6]=[C:2]([C:22]2[CH:23]=[CH:24][S:20][CH:21]=2)[N:3]=[C:4]1[CH2:8][CH2:9][C:10]1[CH:19]=[CH:18][C:17]2[C:12](=[CH:13][CH:14]=[CH:15][CH:16]=2)[N:11]=1 |f:2.3.4,^1:44,46,65,84|. Reported procedure: A suspension of 2-(2-(4-bromo-1-methyl-1H-imidazol-2-yl)ethyl)quinoline (0.31 g, 0.980 mmol), thiophen-3-ylboronic acid (0.25 g, 1.960 mmol), and Pd(PPh3)4 (0.022 g, 0.441 mmol) in 1,4-dioxane (6 mL) under N2 was stirred at room temperature for 0.5 h and then Na2CO3 (0.3105 g, 2.94 mmol) in water (1 mL) was added. The mixture was refluxed overnight. The mixture was then cooled to room temperature and partitioned between water and ethyl acetate (EtOAc). The separated organic layer was dried, filt... Starting materials: CCO, COc1cc(NC(N)=S)cc(F)c1-n1cnc(C)n1, CI. Product: COc1cc(NC(=N)SC)cc(F)c1-n1cnc(C)n1, I. Reaction SMILES: [CH3:22][CH2:23][OH:24].[F:3][c:4]1[cH:5][c:6]([NH:18][C:19](=[S:20])[NH2:21])[cH:7][c:8]([O:16][CH3:17])[c:9]1-[n:10]1[n:11][c:12]([CH3:15])[n:13][cH:14]1.[I:1][CH3:2]>>[CH3:2][S:20][C:19]([NH:18][c:6]1[cH:5][c:4]([F:3])[c:9](-[n:10]2[n:11][c:12]([CH3:15])[n:13][cH:14]2)[c:8]([O:16][CH3:17])[cH:7]1)=[NH:21].[IH:1]. Reactants: Tris(dibenzylideneacetone)palladium(0), solution, C(C)(C)(C)P(C(C)(C)C)C(C)(C)C (tri-tert-butylphosphine), BrC=1C(=NN2C(=NN=CC21)C2=C(C=CC=C2)F)OCC=2N(N=CN2)C (3-bromo-7-(2-fluorophenyl)-2-(2-methyl-2H-[1,2,4]triazol-3-ylmethoxy)pyrazolo[1,5-d][1,2,4]triazine), FC(C=1C=C(C=CC1)B(O)O)(F)F (3-trifluoromethylbenzeneboronic acid), C([O-])([O-])=O.[Cs+].[Cs+] (cesium carbonate). Run in O1CCOCC1 (1,4-dioxane), O1CCOCC1 (1,4-dioxane). Conditions: temperature 90 celsius. Product: FC1=C(C=CC=C1)C1=NN=CC=2N1N=C(C2C2=CC(=CC=C2)C(F)(F)F)OCC=2N(N=CN2)C (7-(2-Fluorophenyl)-2-(2-methyl-2H-[1,2,4]triazol-3-ylmethoxy)-3-[3-(trifluoromethyl)phenyl]pyrazolo[1,5-d][1,2,4]triazine). Yield: 80.5%. Reaction SMILES: Br[C:2]1[C:3]([O:18][CH2:19][C:20]2[N:21]([CH3:25])[N:22]=[CH:23][N:24]=2)=[N:4][N:5]2[C:10]=1[CH:9]=[N:8][N:7]=[C:6]2[C:11]1[CH:16]=[CH:15][CH:14]=[CH:13][C:12]=1[F:17].[F:26][C:27]([F:38])([F:37])[C:28]1[CH:29]=[C:30](B(O)O)[CH:31]=[CH:32][CH:33]=1.C(=O)([O-])[O-].[Cs+].[Cs+].C(P(C(C)(C)C)C(C)(C)C)(C)(C)C>O1CCOCC1>[F:17][C:12]1[CH:13]=[CH:14][CH:15]=[CH:16][C:11]=1[C:6]1[N:5]2[N:4]=[C:3]([O:18][CH2:19][C:20]3[N:21]([CH3:25])[N:22]=[CH:23][N:24]=3)[C:2]([C:32]3[CH:31]=[CH:30][CH:29]=[C:28]([C:27]([F:38])([F:37])[F:26])[CH:33]=3)=[C:10]2[CH:9]=[N:8][N:7]=1 |f:2.3.4|. Procedure: A mixture of 3-bromo-7-(2-fluorophenyl)-2-(2-methyl-2H-[1,2,4]triazol-3-ylmethoxy)pyrazolo[1,5-d][1,2,4]triazine (60.2 mg, 0.149 mmol), 3-trifluoromethylbenzeneboronic acid (42.3 mg, 0.223 mmol) and cesium carbonate (96.9 mg, 0.297 mmol) in anhydrous 1,4-dioxane (5 ml) was degassed using three freeze-pump-thaw cycles. Tris(dibenzylideneacetone)palladium(0) (13.8 mg, 0.0151 mmol) and a 0.1 M solution of tri-tert-butylphosphine in 1,4-dioxane (0.357 ml, 0.357 mmol) was added, and the mixture was f... Reported procedure: In N,N-dimethylformamide (400 ml) were dissolved 6-methoxypyrido[2,3-b]pyrazin-3(4H)-one (14.53 g, 82.00 mmol) and (4S)-4-(2-iodoethyl)-2,2-dimethyl-1,3-dioxolane (23.10 g, 90.20 mmol). Cesium carbonate (34.7 g, 1.06.6 mmol) was added to the solution and the mixture was stirred at 50° C. for 11 hours. After cooling in the air, water was added to the reaction solution and the mixture was extracted with ethyl acetate. The extract was washed with saturated sodium chloride solution, dried over anhyd... Isolated yield 90.2%. Reactants: COC=1C=CC2=C(NC(C=N2)=O)N1 (6-methoxypyrido[2,3-b]pyrazin-3(4H)-one), ICC[C@@H]1OC(OC1)(C)C ((4S)-4-(2-iodoethyl)-2,2-dimethyl-1,3-dioxolane), O (water), C([O-])([O-])=O.[Cs+].[Cs+] (Cesium carbonate). Run at temperature 50 celsius, time 11 hour. Run in CN(C=O)C (N,N-dimethylformamide). As a reaction SMILES: [CH3:1][O:2][C:3]1[CH:4]=[CH:5][C:6]2[N:11]=[CH:10][C:9](=[O:12])[NH:8][C:7]=2[N:13]=1.I[CH2:15][CH2:16][C@H:17]1[CH2:21][O:20][C:19]([CH3:23])([CH3:22])[O:18]1.C(=O)([O-])[O-].[Cs+].[Cs+].O>CN(C)C=O>[CH3:22][C:19]1([CH3:23])[O:18][C@@H:17]([CH2:16][CH2:15][N:8]2[C:9](=[O:12])[CH:10]=[N:11][C:6]3[CH:5]=[CH:4][C:3]([O:2][CH3:1])=[N:13][C:7]2=3)[CH2:21][O:20]1 |f:2.3.4|. Product: CC1(OC[C@@H](O1)CCN1C2=C(N=CC1=O)C=CC(=N2)OC)C (4-{2-[(4S)-2,2-Dimethyl-1,3-dioxolan-4yl]ethyl}-6-methoxypyrido[2,3-b]pyrazin-3(4H)-one). Reactants: C(C)(=O)O[BH-](OC(C)=O)OC(C)=O.[Na+] (sodium triacetoxyborohydride), C(=O)C1=CC(=CS1)C=1C=C2C(=CNC2=C(C1)C(=O)N)C1CCN(CC1)S(=O)(=O)C(C)C (5-(5-formyl-3-thienyl)-3-{1-[(1-methylethyl)sulfonyl]-4-piperidinyl}-1H-indole-7-carboxamide), N1[C@@H](C(=O)N)CCC1 (D-prolinamide). The reagents and catalysts are C(C)(=O)O (acetic acid). The solvent is CS(=O)C (DMSO). Reaction conditions: time 4 hour. Yields the product NC(=O)[C@@H]1N(CCC1)CC1=CC(=CS1)C=1C=C2C(=CNC2=C(C1)C(=O)N)C1CCN(CC1)S(=O)(=O)C(C)C (5-(5-{[(2R)-2-(aminocarbonyl)-1-pyrrolidinyl]methyl}-3-thienyl)-3-[1-[(1-methylethyl)sulfonyl]-4-piperidinyl]-1H-indole-7-carboxamide). The yield is 67.7%. RXN SMILES: [CH:1]([C:3]1[S:7][CH:6]=[C:5]([C:8]2[CH:9]=[C:10]3[C:14](=[C:15]([C:17]([NH2:19])=[O:18])[CH:16]=2)[NH:13][CH:12]=[C:11]3[CH:20]2[CH2:25][CH2:24][N:23]([S:26]([CH:29]([CH3:31])[CH3:30])(=[O:28])=[O:27])[CH2:22][CH2:21]2)[CH:4]=1)=O.[NH:32]1[CH2:39][CH2:38][CH2:37][C@@H:33]1[C:34]([NH2:36])=[O:35].C(O[BH-](OC(=O)C)OC(=O)C)(=O)C.[Na+]>CS(C)=O.C(O)(=O)C>[NH2:36][C:34]([C@H:33]1[CH2:37][CH2:38][CH2:39][N:32]1[CH2:1][C:3]1[S:7][CH:6]=[C:5]([C:8]2[CH:9]=[C:10]3[C:14](=[C:15]([C:17]([NH2:19])=[O:18])[CH:16]=2)[NH:13][CH:12]=[C:11]3[CH:20]2[CH2:21][CH2:22][N:23]([S:26]([CH:29]([CH3:31])[CH3:30])(=[O:28])=[O:27])[CH2:24][CH2:25]2)[CH:4]=1)=[O:35] |f:2.3|. Reported procedure: To a solution of 5-(5-formyl-3-thienyl)-3-{1-[(1-methylethyl)sulfonyl]-4-piperidinyl}-1H-indole-7-carboxamide (25 mg, 0.054 mmol) in DMSO (2 mL) was added D-prolinamide (114 mg, 1 mmol) and 2 drops of acetic acid. The resulting mixture was stirred at room temperature for 4 h followed by an addition of sodium triacetoxyborohydride (212 mg, 1.0 mmol). The mixture was reacted overnight. It was then purified by Gilson Preparatory HPLC to give 20.4 mg of the title compound.